Dataset: the Open Reaction Database (ORD), a public repository of structured organic reaction records. Task: describe an organic reaction: reactants, conditions, products, and yield Reactants: C(C)(C)OC(=O)N1C2=C(C(CCC1)N(CC1=CC(=CC(=C1)C(F)(F)F)C(F)(F)F)C(C)=O)C=CC(=C2)N (isopropyl-5-[acetyl-(3,5-bistrifluoromethylbenzyl)amino]-8-amino-2,3,4,5-tetrahydrobenzo[b]azepine-1-carboxylate), N1=CC=CC=C1 (pyridine), CS(=O)(=O)Cl (methanesulfonyl chloride). Solvent: ClCCl (dichloromethane). Conditions: time 0.5 hour. The product is C(C)(=O)N(C1C2=C(N(CCC1)C(=O)OC(C)C)C=C(C=C2)NS(=O)(=O)C)CC2=CC(=CC(=C2)C(F)(F)F)C(F)(F)F (Isopropyl 5-[acetyl-(3,5-bistrifluoromethylbenzyl)amino]-8-methanesulfonylamino-2,3,4,5-tetrahydrobenzo[b]azepine-1-carboxylate). The yield is 58.6%. RXN SMILES: [CH3:1][S:2](Cl)(=[O:4])=[O:3].[CH:6]([O:9][C:10]([N:12]1[CH2:18][CH2:17][CH2:16][CH:15]([N:19]([C:35](=[O:37])[CH3:36])[CH2:20][C:21]2[CH:26]=[C:25]([C:27]([F:30])([F:29])[F:28])[CH:24]=[C:23]([C:31]([F:34])([F:33])[F:32])[CH:22]=2)[C:14]2[CH:38]=[CH:39][C:40]([NH2:42])=[CH:41][C:13]1=2)=[O:11])([CH3:8])[CH3:7].N1C=CC=CC=1>ClCCl>[C:35]([N:19]([CH2:20][C:21]1[CH:22]=[C:23]([C:31]([F:34])([F:33])[F:32])[CH:24]=[C:25]([C:27]([F:30])([F:28])[F:29])[CH:26]=1)[CH:15]1[CH2:16][CH2:17][CH2:18][N:12]([C:10]([O:9][CH:6]([CH3:8])[CH3:7])=[O:11])[C:13]2[CH:41]=[C:40]([NH:42][S:2]([CH3:1])(=[O:4])=[O:3])[CH:39]=[CH:38][C:14]1=2)(=[O:37])[CH3:36]. Reported procedure: Add methanesulfonyl chloride (13 μl, 0.170 mmol) dropwise to a suspension of isopropyl-5-[acetyl-(3,5-bistrifluoromethylbenzyl)amino]-8-amino-2,3,4,5-tetrahydrobenzo[b]azepine-1-carboxylate (0.082 g, 0.154 mmol) and pyridine (15 μl, 0.185 mmol) in dichloromethane (2 mL) at 0° C. under nitrogen. Stir the orange suspension for 0.5 h, then remove the cooling bath and warm the mixture to room temperature and stir overnight. Dilute the mixture with dichloromethane (30 mL) and wash with 2 N HCl, water...